This data is from the Open Reaction Database (ORD), a public repository of structured organic reaction records. The task is: describe an organic reaction: reactants, conditions, products, and yield Procedure details: 4-(2-Ethoxybenzamido)-1-methyl-3-n-propylpyrazole-5-carboxamide (223 g, 0.676 mol) was added portionwise to a solution of sodium hydroxide (54 g, 1.35 mol) and 30% hydrogen peroxide solution (224 ml) in water (2000 ml). Ethanol (700 ml) was added and the resulting mixture heated under reflux for 2.5 hours, cooled, then evaporated under vacuum. The resulting solid was treated with 2N hydrochloric acid (380 ml), with external cooling, and the mixture was extracted with dichloromethane (1×700 ml, 3... Reactants: C(C)O (Ethanol), C(C)OC1=C(C(=O)NC=2C(=NN(C2C(=O)N)C)CCC)C=CC=C1 (4-(2-Ethoxybenzamido)-1-methyl-3-n-propylpyrazole-5-carboxamide), [OH-].[Na+] (sodium hydroxide), OO (hydrogen peroxide). The product is C(C)OC1=C(C=CC=C1)C=1NC(C2=C(N1)C(=NN2C)CCC)=O (5-(2-Ethoxyphenyl)-1-methyl-3-n-propyl-1,6-dihydro-7H-pyrazolo[4,3-d]pyrimidin-7-one). As a reaction SMILES: [CH2:1]([O:3][C:4]1[CH:24]=[CH:23][CH:22]=[CH:21][C:5]=1[C:6]([NH:8][C:9]1[C:10]([CH2:18][CH2:19][CH3:20])=[N:11][N:12]([CH3:17])[C:13]=1[C:14]([NH2:16])=[O:15])=O)[CH3:2].[OH-].[Na+].OO.C(O)C>O>[CH2:1]([O:3][C:4]1[CH:24]=[CH:23][CH:22]=[CH:21][C:5]=1[C:6]1[NH:16][C:14](=[O:15])[C:13]2[N:12]([CH3:17])[N:11]=[C:10]([CH2:18][CH2:19][CH3:20])[C:9]=2[N:8]=1)[CH3:2] |f:1.2|. Run in O (water).